Task: describe an organic reaction: reactants, conditions, products, and yield. Dataset: the Open Reaction Database (ORD), a public repository of structured organic reaction records Reactants: Cc1nc(-n2ccc(OCc3ccccc3)cc2=O)sc1C(=O)O, NCc1cc2ccccc2[nH]1. Yields the product Cc1nc(-n2ccc(OCc3ccccc3)cc2=O)sc1C(=O)NCc1cc2ccccc2[nH]1. Reaction SMILES: [CH2:12]([c:13]1[cH:14][cH:15][cH:16][cH:17][cH:18]1)[O:19][c:20]1[cH:21][c:22](=[O:35])[n:23](-[c:26]2[s:27][c:28]([C:32](=[O:33])[OH:34])[c:29]([CH3:31])[n:30]2)[cH:24][cH:25]1.[nH:1]1[c:2]([CH2:10][NH2:11])[cH:3][c:4]2[cH:5][cH:6][cH:7][cH:8][c:9]12>>[nH:1]1[c:2]([CH2:10][NH:11][C:32]([c:28]2[s:27][c:26](-[n:23]3[c:22](=[O:35])[cH:21][c:20]([O:19][CH2:12][c:13]4[cH:14][cH:15][cH:16][cH:17][cH:18]4)[cH:25][cH:24]3)[n:30][c:29]2[CH3:31])=[O:33])[cH:3][c:4]2[cH:5][cH:6][cH:7][cH:8][c:9]12. The reactants are CCS(=O)(=O)N1CC(CC#N)(n2cc(-c3ncnc4c3ccn4COC(=O)C(C)(C)C)cn2)C1, CC#N, CC(C)O, Cl, [Li+], [OH-], O. Product: CCS(=O)(=O)N1CC(CC#N)(n2cc(-c3ncnc4[nH]ccc34)cn2)C1. RXN SMILES: [C:1]([O:2][CH2:3][n:9]1[cH:10][cH:11][c:12]2[c:13]1[n:14][cH:15][n:16][c:17]2-[c:18]1[cH:19][n:20][n:21]([C:23]2([CH2:32][C:33]#[N:34])[CH2:24][N:25]([S:27](=[O:28])(=[O:29])[CH2:30][CH3:31])[CH2:26]2)[cH:22]1)(=[O:4])[C:5]([CH3:6])([CH3:7])[CH3:8].[CH3:39][C:40]#[N:41].[CH:42]([OH:43])([CH3:44])[CH3:45].[ClH:38].[Li+:37].[OH-:36].[OH2:35]>>[nH:9]1[cH:10][cH:11][c:12]2[c:13]1[n:14][cH:15][n:16][c:17]2-[c:18]1[cH:19][n:20][n:21]([C:23]2([CH2:32][C:33]#[N:34])[CH2:24][N:25]([S:27](=[O:28])(=[O:29])[CH2:30][CH3:31])[CH2:26]2)[cH:22]1. Starting materials: COC=1C=C(C=O)C=CC1C1=NC=CC=C1 (3-methoxy-4-pyridin-2-ylbenzaldehyde), [N+](=O)([O-])C (nitromethane), TEA. Run in C1CCOC1 (THF). Product: COC=1C=C(C=CC1C1=NC=CC=C1)C(C[N+](=O)[O-])O (1-(3-Methoxy-4pyridin-2-ylphenyl)-2-nitroethanol). Reaction SMILES: [CH3:1][O:2][C:3]1[CH:4]=[C:5]([CH:8]=[CH:9][C:10]=1[C:11]1[CH:16]=[CH:15][CH:14]=[CH:13][N:12]=1)[CH:6]=[O:7].[N+:17]([CH3:20])([O-:19])=[O:18]>C1COCC1>[CH3:1][O:2][C:3]1[CH:4]=[C:5]([CH:6]([OH:7])[CH2:20][N+:17]([O-:19])=[O:18])[CH:8]=[CH:9][C:10]=1[C:11]1[CH:16]=[CH:15][CH:14]=[CH:13][N:12]=1. Procedure details: A THF solution of 3-methoxy-4-pyridin-2-ylbenzaldehyde (0.3 g, 1.4 mmol), nitromethane (0.23 mL, 4.2 mmol) and TEA (0.2 mL, 1.4 mmol) was stirred at 55° C. over night, concentrated and purified on silica gel (2:1 hexane-ethyl acetate) to afford a yellow foam. The reactants are COC1=C(CC=2C=CC(=C(C2)C(=O)C2=C(C=NN2C)I)[N+](=O)[O-])C=CC=C1 ([5-(2-methoxybenzyl)-2-nitrophenyl](4-iodo-1-methyl-1H-pyrazol-5-yl)methanone), ClC1=CC=C(CC=2C=CC(=C(C2)C(=O)C2=C(C=NN2C)I)[N+](=O)[O-])C=C1 ([5-(4-chlorobenzyl)-2-nitrophenyl](4-iodo-1-methyl-1H-pyrazol-5-yl)methanone). Yields the product COC1=C(CC2=CC=3C(C4=C(NC3C=C2)C=NN4C)=O)C=CC=C1 (7-(2-METHOXYBENZYL)-1-METHYL-1,4-DIHYDRO-9H-PYRAZOLO[4,3-b]QUINOLIN-9-ONE). Reaction SMILES: [CH3:1][O:2][C:3]1[CH:27]=[CH:26][CH:25]=[CH:24][C:4]=1[CH2:5][C:6]1[CH:7]=[CH:8][C:9]([N+:21]([O-])=O)=[C:10]([C:12]([C:14]2[N:18]([CH3:19])[N:17]=[CH:16][C:15]=2I)=[O:13])[CH:11]=1.ClC1C=CC(CC2C=CC([N+]([O-])=O)=C(C(C3N(C)N=CC=3I)=O)C=2)=CC=1>>[CH3:1][O:2][C:3]1[CH:27]=[CH:26][CH:25]=[CH:24][C:4]=1[CH2:5][C:6]1[CH:7]=[CH:8][C:9]2[NH:21][C:15]3[CH:16]=[N:17][N:18]([CH3:19])[C:14]=3[C:12](=[O:13])[C:10]=2[CH:11]=1. Procedure: The title compound was prepared according to the procedure of step 5 in EXAMPLE 13 using [5-(2-methoxybenzyl)-2-nitrophenyl](4-iodo-1-methyl-1H-pyrazol-5-yl)methanone (EXAMPLE 21, step 3), instead of [5-(4-chlorobenzyl)-2-nitrophenyl](4-iodo-1-methyl-1H-pyrazol-5-yl)methanone. Starting materials: CP(OC)(OC)=O (dimethyl methylphosphonate), C(CCC)[Li].CCCCCC (n-butyllithium n-hexane), COC(C1=CC(=C(C=C1)OCOC)CC1=CC=C(C=C1)OCC)=O (3-(4-ethoxybenzyl)-4-methoxymethyloxybenzoic acid methylester). Run in C1CCOC1 (THF), C1CCOC1 (THF). Reaction conditions: temperature -78 celsius, time 0.5 hour. Yields the product C(C)OP(OCC)(=O)CC(=O)C1=CC(=C(C=C1)O)CC1=CC=C(C=C1)OCC ({2-[3-(4-Ethoxybenzyl)-4-hydroxyphenyl]-2-oxoethyl}phosphonic acid diethylester). Reaction SMILES: [CH3:1][P:2](=[O:7])([O:5]C)[O:3][CH3:4].C([Li])C[CH2:10][CH3:11].[CH3:13]CCCCC.CO[C:21](=[O:42])[C:22]1[CH:27]=[CH:26][C:25]([O:28]COC)=[C:24]([CH2:32][C:33]2[CH:38]=[CH:37][C:36]([O:39][CH2:40][CH3:41])=[CH:35][CH:34]=2)[CH:23]=1>C1COCC1>[CH2:4]([O:3][P:2]([CH2:1][C:21]([C:22]1[CH:27]=[CH:26][C:25]([OH:28])=[C:24]([CH2:32][C:33]2[CH:34]=[CH:35][C:36]([O:39][CH2:40][CH3:41])=[CH:37][CH:38]=2)[CH:23]=1)=[O:42])(=[O:7])[O:5][CH2:10][CH3:11])[CH3:13] |f:1.2|. Reported procedure: To a solution of dimethyl methylphosphonate (0.68 mL) in THF (3.1 mL) was added 2.44 M n-butyllithium/n-hexane solution (2.5 mL) at −78° C., and the reaction mixture was stirred for 0.5 hr at −78° C. A solution of 3-(4-ethoxybenzyl)-4-methoxymethyloxybenzoic acid methylester (1.00 g) in THF (3.0 mL) was added to the mixture at −78° C., and the reaction mixture was stirred for 0.5 hr at −78° C. The reaction was quenched by the addition of saturated aqueous ammonium chloride and extracted with eth... Reactants: Clc1nncc2cc(Br)ccc12, O=C([O-])[O-], C1CCC2CNCCC2C1, CC#N, [K+], [K+]. Yields the product Brc1ccc2c(N3CCC4CCCCC4C3)nncc2c1. As a reaction SMILES: [Br:1][c:2]1[cH:3][c:4]2[cH:5][n:6][n:7][c:8]([Cl:12])[c:9]2[cH:10][cH:11]1.[C:23](=[O:24])([O-:25])[O-:26].[CH2:13]1[NH:14][CH2:15][CH2:16][CH:17]2[CH2:18][CH2:19][CH2:20][CH2:21][CH:22]12.[CH3:29][C:30]#[N:31].[K+:27].[K+:28]>>[Br:1][c:2]1[cH:3][c:4]2[cH:5][n:6][n:7][c:8]([N:14]3[CH2:13][CH:22]4[CH:17]([CH2:16][CH2:15]3)[CH2:18][CH2:19][CH2:20][CH2:21]4)[c:9]2[cH:10][cH:11]1. Reactants: ClC1=CC=C(C=C1)[C@@H](C(=O)SC[C@@](CN1C=NC=C1)(O)C1=C(C=C(C=C1)Cl)Cl)C(C)C ((R)-3-[(S)-2-(4-chlorophenyl)isovalerylthio]-2-(2,4-dichlorophenyl)-1-(imidazol-1-yl)-2-propanol), [OH-].[K+] (potassium hydroxide), C(CCC)Br (n-butylbromide). The solvent is CO (methanol). Reaction conditions: time 2 hour. Yields the product C(CCC)SC[C@@](CN1C=NC=C1)(O)C1=C(C=C(C=C1)Cl)Cl ((R)-3-(n-butylthio)-2-(2,4-dichlorophenyl)-1-(imidazol-1-yl)-2-propanol), Cl (hydrochloride). Yield: 601.4%. Reaction SMILES: [Cl:1]C1C=C[C:5]([C@H:8](C(C)C)[C:9]([S:11][CH2:12][C@:13]([C:21]2[CH:26]=[CH:25][C:24]([Cl:27])=[CH:23][C:22]=2[Cl:28])([OH:20])[CH2:14][N:15]2[CH:19]=[CH:18][N:17]=[CH:16]2)=O)=[CH:4]C=1.[OH-].[K+].C(Br)CCC>CO>[CH2:9]([S:11][CH2:12][C@:13]([C:21]1[CH:26]=[CH:25][C:24]([Cl:27])=[CH:23][C:22]=1[Cl:28])([OH:20])[CH2:14][N:15]1[CH:19]=[CH:18][N:17]=[CH:16]1)[CH2:8][CH2:5][CH3:4].[ClH:1] |f:1.2|. Reported procedure: To a suspension of (R)-3-[(S)-2-(4-chlorophenyl)isovalerylthio]-2-(2,4-dichlorophenyl)-1-(imidazol-1-yl)-2-propanol (VIb) (49.5 g) obtained in Example 1 in methanol (500 ml) were added a 10% methanolic potassium hydroxide solution (240 g) and n-butylbromide (21.6 g) at -5° to 0° C. in nitrogen atmosphere. The slurry was stirred at the same temperature for 2 hours and then at 30° C. for 3 hours. Methanol was removed by distillation under atmospheric pressure, and the residue was treated with wate... Reactants: C(C)(C)(C)OC(=O)N[C@@H]1CN(C[C@@H]([C@@H]1N1N=NC=C1)C)C1=C(C=NC=C1)NC(=O)C1=NC2=CC(=CC=C2C=C1NC(OCC1=CC=CC=C1)=O)N1CCOCC1 (benzyl {2-[({4-[(3R,4S,5S)-3-[(tert-butoxycarbonyl)amino]-5-methyl-4-(1H-1,2,3-triazol-1-yl)piperidin-1-yl]pyridin-3-yl}amino)carbonyl]-7-morpholin-4-ylquinolin-3-yl}carbamate), C1CCOC1 (THF), Cl (HCl), O1CCOCC1 (dioxane). Solvent: CO (MeOH). Run at time 1 hour. The product is NC=1C(=NC2=CC(=CC=C2C1)N1CCOCC1)C(=O)NC=1C=NC=CC1N1C[C@H]([C@H]([C@H](C1)C)N1N=NC=C1)N (3-Amino-N-{4-[(3R,4S,5S)-3-amino-5-methyl-4-(1H-1,2,3-triazol-1-yl)piperidin-1-yl]pyridin-3-yl}-7-morpholin-4-ylquinoline-2-carboxamide). The yield is 64.9%. RXN SMILES: C(OC([NH:8][C@H:9]1[C@@H:14]([N:15]2[CH:19]=[CH:18][N:17]=[N:16]2)[C@@H:13]([CH3:20])[CH2:12][N:11]([C:21]2[CH:26]=[CH:25][N:24]=[CH:23][C:22]=2[NH:27][C:28]([C:30]2[C:39]([NH:40]C(=O)OCC3C=CC=CC=3)=[CH:38][C:37]3[C:32](=[CH:33][C:34]([N:51]4[CH2:56][CH2:55][O:54][CH2:53][CH2:52]4)=[CH:35][CH:36]=3)[N:31]=2)=[O:29])[CH2:10]1)=O)(C)(C)C.C1COCC1.Cl.O1CCOCC1>CO>[NH2:40][C:39]1[C:30]([C:28]([NH:27][C:22]2[CH:23]=[N:24][CH:25]=[CH:26][C:21]=2[N:11]2[CH2:12][C@H:13]([CH3:20])[C@H:14]([N:15]3[CH:19]=[CH:18][N:17]=[N:16]3)[C@H:9]([NH2:8])[CH2:10]2)=[O:29])=[N:31][C:32]2[C:37]([CH:38]=1)=[CH:36][CH:35]=[C:34]([N:51]1[CH2:52][CH2:53][O:54][CH2:55][CH2:56]1)[CH:33]=2. Procedure: To a solution of benzyl {2-[({4-[(3R,4S,5S)-3-[(tert-butoxycarbonyl)amino]-5-methyl-4-(1H-1,2,3-triazol-1-yl)piperidin-1-yl]pyridin-3-yl}amino)carbonyl]-7-morpholin-4-ylquinolin-3-yl}carbamate (5.4 mg, 0.007 mmol) in MeOH (0.27 mL) and THF (0.14 mL) 10% Pd on carbon (2.8 mg) was added. The reaction mixture was deoxygenated under reduced pressure and hydrogen was introduced via a balloon. The reaction mixture was stirred at room temperature under hydrogen for 1 h. The mixture was filtered and con... Starting materials: Cc1cccc(C=Cc2nc(CCl)co2)c1, OCCc1nccn1CCCCc1ccc(O)cc1. Yields the product Cc1cccc(C=Cc2nc(COc3ccc(CCCCn4ccnc4CCO)cc3)co2)c1. Reaction SMILES: [Cl:20][CH2:21][c:22]1[n:23][c:24]([CH:27]=[CH:28][c:29]2[cH:30][c:31]([CH3:35])[cH:32][cH:33][cH:34]2)[o:25][cH:26]1.[OH:1][CH2:2][CH2:3][c:4]1[n:5]([CH2:9][CH2:10][CH2:11][CH2:12][c:13]2[cH:14][cH:15][c:16]([OH:19])[cH:17][cH:18]2)[cH:6][cH:7][n:8]1>>[OH:1][CH2:2][CH2:3][c:4]1[n:5]([CH2:9][CH2:10][CH2:11][CH2:12][c:13]2[cH:14][cH:15][c:16]([O:19][CH2:21][c:22]3[n:23][c:24]([CH:27]=[CH:28][c:29]4[cH:30][c:31]([CH3:35])[cH:32][cH:33][cH:34]4)[o:25][cH:26]3)[cH:17][cH:18]2)[cH:6][cH:7][n:8]1.